From a dataset of the Open Reaction Database (ORD), a public repository of structured organic reaction records. describe an organic reaction: reactants, conditions, products, and yield Starting materials: [OH-].[Na+] (sodium hydroxide), Example 6, COC1=CC=C(C=C1)C=1N=C(SC1C1=CC=C(C=C1)OC)C=1NC=CC1 (4,5-Bis(4-methoxyphenyl)-2-(pyrrol-2-yl)thiazole), C(C)OCCl (chloromethyl ethyl ether). The reagents and catalysts are [Br-].C(CCC)[N+](CCCC)(CCCC)CCCC (tetra-n-butylammonium bromide). Solvent: C1=CC=CC=C1 (benzene), O (water), C1=CC=CC=C1 (benzene). Yields the product COC1=CC=C(C=C1)C=1N=C(SC1C1=CC=C(C=C1)OC)C=1N(C=CC1)COCC (4,5-bis(4-methoxyphenyl)-2-(1-ethoxymethylpyrrol-2-yl)thiazole). Yield: 48.0%. Reaction SMILES: [CH2:1]([O:3][CH2:4]Cl)[CH3:2].[OH-].[Na+].[CH3:8][O:9][C:10]1[CH:15]=[CH:14][C:13]([C:16]2[N:17]=[C:18]([C:29]3[NH:30][CH:31]=[CH:32][CH:33]=3)[S:19][C:20]=2[C:21]2[CH:26]=[CH:25][C:24]([O:27][CH3:28])=[CH:23][CH:22]=2)=[CH:12][CH:11]=1>[Br-].C([N+](CCCC)(CCCC)CCCC)CCC.C1C=CC=CC=1.O>[CH3:8][O:9][C:10]1[CH:11]=[CH:12][C:13]([C:16]2[N:17]=[C:18]([C:29]3[N:30]([CH2:4][O:3][CH2:1][CH3:2])[CH:31]=[CH:32][CH:33]=3)[S:19][C:20]=2[C:21]2[CH:26]=[CH:25][C:24]([O:27][CH3:28])=[CH:23][CH:22]=2)=[CH:14][CH:15]=1 |f:1.2,4.5|. Procedure details: 4,5-Bis(4-methoxyphenyl)-2-(pyrrol-2-yl)thiazole obtained in the same manner as described in Reference Example 6 (1.81 g, 5 mmole), chloromethyl ethyl ether (0.57 g, 6 mmole), and tetra-n-butylammonium bromide (0.16 g, 0.5 mmole) are refluxed in two phases of benzene (20 ml) and 50% aqueous sodium hydroxide (20 ml) for 20 minutes. To the mixture are added water and benzene under ice-cooling, and the mixture is shaken. The benzene layer is taken, washed with water, dried over anhydrous magnesium ... Reported procedure: The title compound was prepared from 3-(8-chloro-3-phenyl-cinnolin-4-yl)-phenylamine and 1-methyl-1H-indole-7-carbaldehyde according to the procedure of Step 5 Example 6. MS (ES) m/z 474.9. The reactants are ClC=1C=CC=C2C(=C(N=NC12)C1=CC=CC=C1)C=1C=C(C=CC1)N (3-(8-chloro-3-phenyl-cinnolin-4-yl)-phenylamine), CN1C=CC2=CC=CC(=C12)C=O (1-methyl-1H-indole-7-carbaldehyde). RXN SMILES: [Cl:1][C:2]1[CH:3]=[CH:4][CH:5]=[C:6]2[C:11]=1[N:10]=[N:9][C:8]([C:12]1[CH:17]=[CH:16][CH:15]=[CH:14][CH:13]=1)=[C:7]2[C:18]1[CH:19]=[C:20]([NH2:24])[CH:21]=[CH:22][CH:23]=1.[CH3:25][N:26]1[C:34]2[C:29](=[CH:30][CH:31]=[CH:32][C:33]=2[CH:35]=O)[CH:28]=[CH:27]1>>[Cl:1][C:2]1[CH:3]=[CH:4][CH:5]=[C:6]2[C:11]=1[N:10]=[N:9][C:8]([C:12]1[CH:13]=[CH:14][CH:15]=[CH:16][CH:17]=1)=[C:7]2[C:18]1[CH:19]=[C:20]([NH:24][CH2:35][C:33]2[CH:32]=[CH:31][CH:30]=[C:29]3[C:34]=2[N:26]([CH3:25])[CH:27]=[CH:28]3)[CH:21]=[CH:22][CH:23]=1. Product: ClC=1C=CC=C2C(=C(N=NC12)C1=CC=CC=C1)C=1C=C(C=CC1)NCC=1C=CC=C2C=CN(C12)C ([3-(8-Chloro-3-phenylcinnolin-4-yl)phenyl][(1-methyl-1H-indol-7-yl)methyl]amine). Starting materials: O=CC(=O)O, Cl, [K+], NCCc1c[nH]c2ccccc12, [OH-], O, O. The product is c1ccc2c3c([nH]c2c1)CNCC3. As a reaction SMILES: [C:15]([OH:16])(=[O:17])[CH:18]=[O:19].[ClH:1].[K+:21].[NH2:2][CH2:3][CH2:4][c:5]1[cH:6][nH:7][c:8]2[cH:9][cH:10][cH:11][cH:12][c:13]12.[OH-:20].[OH2:14].[OH2:22]>>[NH:2]1[CH2:3][CH2:4][c:5]2[c:6]([nH:7][c:8]3[cH:9][cH:10][cH:11][cH:12][c:13]23)[CH2:15]1. Reactants: C(#N)N1[C@H]2[C@@H]3[C@H]([C@@H](C(C[C@@]3(C=3C=C(C=CC3C2)OC)CC1)=O)C)CC (17-Cyano-8β-ethyl-3-methoxy-7α-methylmorphinan-6-one), Cl (HCl). Yields the product Cl.C(C)[C@H]1[C@@H](C(C[C@]23C=4C=C(C=CC4C[C@H]([C@H]12)NCC3)OC)=O)C (8β-Ethyl-3-methoxy-7α-methylmorphinan-6-one Hydrochloride). RXN SMILES: C([N:3]1[CH2:21][CH2:20][C@@:10]23[C:11]4[CH:12]=[C:13]([O:18][CH3:19])[CH:14]=[CH:15][C:16]=4[CH2:17][C@@H:4]1[C@@H:5]2[C@@H:6]([CH2:24][CH3:25])[C@H:7]([CH3:23])[C:8](=[O:22])[CH2:9]3)#N.[ClH:26]>>[ClH:26].[CH2:24]([C@@H:6]1[C@@H:5]2[C@:10]3([CH2:20][CH2:21][NH:3][C@@H:4]2[CH2:17][C:16]2[CH:15]=[CH:14][C:13]([O:18][CH3:19])=[CH:12][C:11]3=2)[CH2:9][C:8](=[O:22])[C@H:7]1[CH3:23])[CH3:25] |f:2.3|. Procedure: Compound 12 (10.6 g, 32.4 mmol) and 2 N HCl (200 ml) was refluxed for 5 hours and the resulting solution evaporated to dryness. Upon coevaporation with ethanol, there was obtained 6.9 g (63%) of crystalline 15, mp>265°. Procedure: Protocol T was followed using 5-Propyl-2H-pyrazole-3-carboxylic acid ethyl ester, K2CO3, 2-Chloro-1-[4-(4-fluoro-phenyl)-piperazin-1-yl]-ethanone and DMF. Column chromatography using a solvent mixture (hexane/ethyl acetate=1/1) afforded the title compound as a white solid. 1H NMR (400 MHz, CDCl3): 6.94-7.0 (m, 2H), 6.82-6.90 (dd, 2H), 6.7 (s, 1H), 5.5 (s, 2H), 4.26-4.32 (q, 2H), 3.62-3.82 (m, 4H), 3.04-3.18 (m, 4H), 2.58-2.64 (t, 2H), 1.64-1.74 (m, 2H), 1.34-1.38 (t, 3H), 0.96-1.0 (t, 3H). 13C N... Starting materials: C(C)OC(=O)C=1NN=C(C1)CCC (5-Propyl-2H-pyrazole-3-carboxylic acid ethyl ester), CN(C)C=O (DMF), C(=O)([O-])[O-].[K+].[K+] (K2CO3), ClCC(=O)N1CCN(CC1)C1=CC=C(C=C1)F (2-Chloro-1-[4-(4-fluoro-phenyl)-piperazin-1-yl]-ethanone). Reaction SMILES: [CH2:1]([O:3][C:4]([C:6]1[NH:7][N:8]=[C:9]([CH2:11][CH2:12][CH3:13])[CH:10]=1)=[O:5])[CH3:2].C([O-])([O-])=O.[K+].[K+].Cl[CH2:21][C:22]([N:24]1[CH2:29][CH2:28][N:27]([C:30]2[CH:35]=[CH:34][C:33]([F:36])=[CH:32][CH:31]=2)[CH2:26][CH2:25]1)=[O:23].CN(C=O)C>CCCCCC.C(OCC)(=O)C>[CH2:1]([O:3][C:4]([C:6]1[N:7]([CH2:21][C:22]([N:24]2[CH2:25][CH2:26][N:27]([C:30]3[CH:35]=[CH:34][C:33]([F:36])=[CH:32][CH:31]=3)[CH2:28][CH2:29]2)=[O:23])[N:8]=[C:9]([CH2:11][CH2:12][CH3:13])[CH:10]=1)=[O:5])[CH3:2] |f:1.2.3,6.7|. Run in CCCCCC.C(C)(=O)OCC (hexane ethyl acetate). The product is C(C)OC(=O)C=1N(N=C(C1)CCC)CC(=O)N1CCN(CC1)C1=CC=C(C=C1)F (2-{2-[4-(4-Fluoro-phenyl)-piperazin-1-yl]-2-oxo-ethyl}-5-propyl-2H-pyrazole-3-carboxylic acid ethyl ester). Reactants: ClC(=O)OC (methyl chloroformate), BrC=1C=CC=C2CCC(CC12)N(CCC)CCC (8-bromo-2-dipropylamino-1,2,3,4-tetrahydronaphthalene), C(CCC)[Li] (n-butyl lithium), CCCCCC (hexane). Solvent: O1CCCC1 (tetrahydrofuran), O1CCCC1 (tetrahydrofuran), C([O-])(O)=O.[Na+] (sodium bicarbonate). Reaction conditions: temperature -78 celsius, time 2 hour. Yields the product C(CC)N(C1CC2=C(C=CC=C2CC1)C(=O)OC)CCC (2-Di-n-propylamino-8-methoxycarbonyl-1,2,3,4-tetrahydronaphthalene). Yield: 63.3%. As a reaction SMILES: Br[C:2]1[CH:3]=[CH:4][CH:5]=[C:6]2[C:11]=1[CH2:10][CH:9]([N:12]([CH2:16][CH2:17][CH3:18])[CH2:13][CH2:14][CH3:15])[CH2:8][CH2:7]2.C([Li])CCC.CCCCCC.Cl[C:31]([O:33][CH3:34])=[O:32]>O1CCCC1.C(=O)(O)[O-].[Na+]>[CH2:13]([N:12]([CH2:16][CH2:17][CH3:18])[CH:9]1[CH2:8][CH2:7][C:6]2[C:11](=[C:2]([C:31]([O:33][CH3:34])=[O:32])[CH:3]=[CH:4][CH:5]=2)[CH2:10]1)[CH2:14][CH3:15] |f:5.6|. Procedure details: Alternatively, to a solution of 8-bromo-2-dipropylamino-1,2,3,4-tetrahydronaphthalene (220 mg, 0.71 mMol) in tetrahydrofuran (5 mL) at -78° C. was added a solution of n-butyl lithium in hexane (1.6 M, 1 mL, 1.6 mMol), and the solution was stirred for two hours at -78° C. The solution was then cannulated into a solution of methyl chloroformate (0.5 mL, 6.5 mMol) in tetrahydrofuran (10 mL) at -78° C., and the reaction mixture was allowed to warm gradually to room temperature. The reaction mixture ... Starting materials: C1(CC1)C=1C(=CC(=NC1)C(=O)NC(C(=O)O)C(C)(C)C)O[C@H](C(F)(F)F)C (2-[[5-cyclopropyl-4-[(1S)-2,2,2-trifluoro-1-methyl-ethoxy]pyridine-2-carbonyl]amino]-3,3-dimethyl-butanoic acid), N1CCC1 (azetidine). The product is N1(CCC1)C(C(C(C)(C)C)NC(=O)C1=NC=C(C(=C1)O[C@H](C(F)(F)F)C)C1CC1)=O (N-[1-(azetidin-1-yl)-3,3-dimethyl-1-oxobutan-2-yl]-5-cyclopropyl-4-[(2S)-1,1,1-trifluoropropan-2-yl]oxypyridine-2-carboxamide). Reaction SMILES: [CH:1]1([C:4]2[C:5]([O:21][C@@H:22]([CH3:27])[C:23]([F:26])([F:25])[F:24])=[CH:6][C:7]([C:10]([NH:12][CH:13]([C:17]([CH3:20])([CH3:19])[CH3:18])[C:14]([OH:16])=O)=[O:11])=[N:8][CH:9]=2)[CH2:3][CH2:2]1.[NH:28]1[CH2:31][CH2:30][CH2:29]1>>[N:28]1([C:14](=[O:16])[CH:13]([NH:12][C:10]([C:7]2[CH:6]=[C:5]([O:21][C@@H:22]([CH3:27])[C:23]([F:24])([F:26])[F:25])[C:4]([CH:1]3[CH2:3][CH2:2]3)=[CH:9][N:8]=2)=[O:11])[C:17]([CH3:18])([CH3:19])[CH3:20])[CH2:31][CH2:30][CH2:29]1. Reported procedure: The title compound was synthesized in analogy to Example 112e, using 2-[[5-cyclopropyl-4-[(1S)-2,2,2-trifluoro-1-methyl-ethoxy]pyridine-2-carbonyl]amino]-3,3-dimethyl-butanoic acid (Example 199b) and azetidine (CAN 503-29-7) as starting materials and isolated (23 mg, 41%); MS (ESI, m/z): 428.6 (M+H+). Starting materials: Brc1cccnc1, CCOCC, CC(C)(C)[O-], Cc1ccccc1, CC(C)(C)OC(=O)N1CCC2CNCC21, [Na+], O=C(C=Cc1ccccc1)C=Cc1ccccc1, O=C(C=Cc1ccccc1)C=Cc1ccccc1, O=C(C=Cc1ccccc1)C=Cc1ccccc1, [Pd], [Pd], c1ccc(P(c2ccccc2)c2ccc3ccccc3c2-c2c(P(c3ccccc3)c3ccccc3)ccc3ccccc23)cc1. The product is CC(C)(C)OC(=O)N1CCC2CN(c3cccnc3)CC21. As a reaction SMILES: [Br:62][c:63]1[cH:64][n:65][cH:66][cH:67][cH:68]1.[CH3:138][CH2:139][O:140][CH2:141][CH3:142].[CH3:69][C:70]([CH3:71])([O-:72])[CH3:73].[CH3:75][c:76]1[cH:77][cH:78][cH:79][cH:80][cH:81]1.[N:1]1([C:9](=[O:10])[O:11][C:12]([CH3:13])([CH3:14])[CH3:15])[CH:2]2[CH:3]([CH2:4][CH2:5]1)[CH2:6][NH:7][CH2:8]2.[Na+:74].[O:102]=[C:103]([CH:104]=[CH:105][c:106]1[cH:107][cH:108][cH:109][cH:110][cH:111]1)[CH:112]=[CH:113][c:114]1[cH:115][cH:116][cH:117][cH:118][cH:119]1.[O:120]=[C:121]([CH:122]=[CH:123][c:124]1[cH:125][cH:126][cH:127][cH:128][cH:129]1)[CH:130]=[CH:131][c:132]1[cH:133][cH:134][cH:135][cH:136][cH:137]1.[O:84]=[C:85]([CH:86]=[CH:87][c:88]1[cH:89][cH:90][cH:91][cH:92][cH:93]1)[CH:94]=[CH:95][c:96]1[cH:97][cH:98][cH:99][cH:100][cH:101]1.[Pd:82].[Pd:83].[c:16]1([P:17]([c:18]2[cH:19][cH:20][cH:21][cH:22][cH:23]2)[c:24]2[cH:25][cH:26][c:27]3[c:28]([cH:29][cH:30][cH:31][cH:32]3)[c:33]2-[c:34]2[c:35]3[c:36]([cH:37][cH:38][cH:39][cH:40]3)[cH:41][cH:42][c:43]2[P:44]([c:45]2[cH:46][cH:47][cH:48][cH:49][cH:50]2)[c:51]2[cH:52][cH:53][cH:54][cH:55][cH:56]2)[cH:57][cH:58][cH:59][cH:60][cH:61]1>>[N:1]1([C:9](=[O:10])[O:11][C:12]([CH3:13])([CH3:14])[CH3:15])[CH:2]2[CH:3]([CH2:4][CH2:5]1)[CH2:6][N:7]([c:63]1[cH:64][n:65][cH:66][cH:67][cH:68]1)[CH2:8]2.